This data is from the Open Reaction Database (ORD), a public repository of structured organic reaction records. The task is: describe an organic reaction: reactants, conditions, products, and yield Reactants: C1=CC=CC=2C3=CC=CC=C3NC12 (9H-carbazole), BrC=1C=C(C=CC1)C1=CC(=CC=C1)Br (3,3′-dibromo-1,1′-biphenyl), CC(C)(C)[O-].[Na+] (Sodium 2-methylpropan-2-olate). Reagents/catalysts: C=1C=CC(=CC1)/C=C/C(=O)/C=C/C2=CC=CC=C2.C=1C=CC(=CC1)/C=C/C(=O)/C=C/C2=CC=CC=C2.C=1C=CC(=CC1)/C=C/C(=O)/C=C/C2=CC=CC=C2.[Pd].[Pd] (Tris(dibenzylideneacetone)dipalladium(0)), C1(=CC=CC=C1)P([C-]1C=CC=C1)C1=CC=CC=C1.[C-]1(C=CC=C1)P(C1=CC=CC=C1)C1=CC=CC=C1.[Fe+2] (1,1′-bis(diphenylphosphanyl) ferrocene). Run in C=1(C(=CC=CC1)C)C (xylene). The product is BrC=1C=C(C=CC1)C1=CC(=CC=C1)N1C2=CC=CC=C2C=2C=CC=CC12 (9-(3′-bromo-[1,1′-biphenyl]-3-yl)-9H-carbazole). Isolated yield 54.7%. Reaction SMILES: [CH:1]1[C:13]2[NH:12][C:11]3[C:6](=[CH:7][CH:8]=[CH:9][CH:10]=3)[C:5]=2[CH:4]=[CH:3][CH:2]=1.[Br:14][C:15]1[CH:16]=[C:17]([C:21]2[CH:26]=[CH:25][CH:24]=[C:23](Br)[CH:22]=2)[CH:18]=[CH:19][CH:20]=1.CC([O-])(C)C.[Na+]>C1(C)C(C)=CC=CC=1.C1C=CC(/C=C/C(/C=C/C2C=CC=CC=2)=O)=CC=1.C1C=CC(/C=C/C(/C=C/C2C=CC=CC=2)=O)=CC=1.C1C=CC(/C=C/C(/C=C/C2C=CC=CC=2)=O)=CC=1.[Pd].[Pd].C1(P(C2C=CC=CC=2)[C-]2C=CC=C2)C=CC=CC=1.[C-]1(P(C2C=CC=CC=2)C2C=CC=CC=2)C=CC=C1.[Fe+2]>[Br:14][C:15]1[CH:16]=[C:17]([C:21]2[CH:22]=[CH:23][CH:24]=[C:25]([N:12]3[C:11]4[CH:10]=[CH:9][CH:8]=[CH:7][C:6]=4[C:5]4[C:13]3=[CH:1][CH:2]=[CH:3][CH:4]=4)[CH:26]=2)[CH:18]=[CH:19][CH:20]=1 |f:2.3,5.6.7.8.9,10.11.12|. Procedure: 9H-carbazole (10 g, 59.8 mmol) and 3,3′-dibromo-1,1′-biphenyl (41.1 g, 132 mmol) were dissolved in xylene (100 ml). Sodium 2-methylpropan-2-olate (8.62 g, 90 mmol), Tris(dibenzylideneacetone)dipalladium(0) (Pd2dba3) (0.548 g, 0.598 mmol) and 1,1′-bis(diphenylphosphanyl) ferrocene (dppf) (0.663 g, 1.196 mmol) were then added into the mixture. The reaction mixture was degassed with nitrogen for 30 minutes, and heated to reflux for 48 h. The crude mixture was filtered through a pad of Celite® and w... Reactants: BrC=1C=C(C=NC1Cl)OC[C@H]1N(CC1)C(=O)OC(C)(C)C (5-bromo-6-chloro-3-(1-t-butyloxycarbonyl-2-(S)-azetidinylmethoxy)pyridine), C(=C)[Sn](CCCC)(CCCC)CCCC (vinyltributyltin). The reagents and catalysts are C=1C=CC(=CC1)[P](C=2C=CC=CC2)(C=3C=CC=CC3)[Pd]([P](C=4C=CC=CC4)(C=5C=CC=CC5)C=6C=CC=CC6)([P](C=7C=CC=CC7)(C=8C=CC=CC8)C=9C=CC=CC9)[P](C=1C=CC=CC1)(C=1C=CC=CC1)C=1C=CC=CC1 (tetrakis(triphenylphosphine)palladium(0)). The solvent is C1(=CC=CC=C1)C (toluene). Run at temperature 95 celsius. The product is ClC1=NC=C(C=C1C=C)OC[C@H]1N(CC1)C(=O)OC(C)(C)C (2-chloro-3-vinyl-5-(1-t-butyloxycarbonyl-(2S)-azetidinylmethoxy)pyridine). The yield is 84.0%. RXN SMILES: Br[C:2]1[CH:3]=[C:4]([O:9][CH2:10][C@@H:11]2[CH2:14][CH2:13][N:12]2[C:15]([O:17][C:18]([CH3:21])([CH3:20])[CH3:19])=[O:16])[CH:5]=[N:6][C:7]=1[Cl:8].[CH:22]([Sn](CCCC)(CCCC)CCCC)=[CH2:23]>C1(C)C=CC=CC=1.C1C=CC([P]([Pd]([P](C2C=CC=CC=2)(C2C=CC=CC=2)C2C=CC=CC=2)([P](C2C=CC=CC=2)(C2C=CC=CC=2)C2C=CC=CC=2)[P](C2C=CC=CC=2)(C2C=CC=CC=2)C2C=CC=CC=2)(C2C=CC=CC=2)C2C=CC=CC=2)=CC=1>[Cl:8][C:7]1[C:2]([CH:22]=[CH2:23])=[CH:3][C:4]([O:9][CH2:10][C@@H:11]2[CH2:14][CH2:13][N:12]2[C:15]([O:17][C:18]([CH3:21])([CH3:20])[CH3:19])=[O:16])=[CH:5][N:6]=1 |^1:47,49,68,87|. Procedure details: To 5-bromo-6-chloro-3-(1-t-butyloxycarbonyl-2-(S)-azetidinylmethoxy)pyridine from Example 17 above (1.00 g, 2.65 mmol) in toluene (30 mL) was added tetrakis(triphenylphosphine)palladium(0) (93 mg, 0.081 mmol) and vinyltributyltin (0.93 mL, 3.18 mmol). The mixture heated at 95° C. overnight, then the volatile components were removed in vacuo. The residue was chromatographed (silica gel; CH2Cl2/MeOH, 100:2) to afford 2-chloro-3-vinyl-5-(1-t-butyloxycarbonyl-(2S)-azetidinylmethoxy)pyridine as an oi... The reactants are C1(=CC=CC=C1)/C=C/C1=CC=2C(N=C1)=NSN2 (6-[(E)-2-phenylethenyl][1,2,5]thiadiazolo[3,4-b]pyridine), C[N+]1(CCOCC1)[O-] (N-methyl-morpholine-N-oxide), O (water), I(=O)(=O)(=O)[O-].[Na+] (sodium periodate). The reagents and catalysts are [Os](=O)(=O)(=O)=O (osmium tetroxide), O (water). Solvent: CC(=O)C (acetone). Run at time 20 hour. Yields the product N=1SN=C2N=CC(=CC21)C=O ([1,2,5]Thiadiazolo[3,4-b]pyridine-6-carbaldehyde). RXN SMILES: C1(/C=[CH:8]/[C:9]2[CH:14]=[N:13][C:12]3=[N:15][S:16][N:17]=[C:11]3[CH:10]=2)C=CC=CC=1.C[N+]1([O-])CC[O:22]CC1.O.I([O-])(=O)(=O)=O.[Na+]>[Os](=O)(=O)(=O)=O.O.CC(C)=O>[N:17]1[S:16][N:15]=[C:12]2[C:11]=1[CH:10]=[C:9]([CH:8]=[O:22])[CH:14]=[N:13]2 |f:3.4|. Reported procedure: To 6-[(E)-2-phenylethenyl][1,2,5]thiadiazolo[3,4-b]pyridine (0.88 g, 3.68 mmol) was added acetone (30 ml), N-methyl-morpholine-N-oxide, 50 wt. % in water (1.525 ml, 7.35 mmol) and then osmium tetroxide in water (0.225 ml, 0.037 mmol). The reaction was then stirred for 20 hours. To the pale brown solution was added sodium periodate (3.15 g, 14.71 mmol) and stirring continued for 45 mins. The solvent was reduced by rotary evaporation and the remainder partitioned between chloroform and water. The ... Starting materials: C(C=C)N(C([C@H]1CO1)=O)CS(=O)(=O)C(C)(C)C (N-allyl-N-tert.-butylsulphonylmethyl-(R)-glycidic acid amide), tetra-n-butyl, [F-].[NH4+].C1CCOC1 (ammonium fluoride THF), O.O.O.[F-].C(CCC)[N+](CCCC)(CCCC)CCCC (tetra-n-butylammonium fluoride trihydrate). Solvent: O1CCCC1 (tetrahydrofuran), O1CCCC1 (tetrahydrofuran). Conditions: time 2 hour. The product is C(C=C)N1C([C@@H]([C@H]1S(=O)(=O)C(C)(C)C)CO)=O (1-allyl-3-(S)-hydroxymethyl-4-(R)-tert.-butylsulphonyl-2-azetidinone). RXN SMILES: [CH2:1]([N:4]([CH2:10][S:11]([C:14]([CH3:17])([CH3:16])[CH3:15])(=[O:13])=[O:12])[C:5](=[O:9])[C@@H:6]1[O:8][CH2:7]1)[CH:2]=[CH2:3].[F-].[NH4+].C1COCC1.O.O.O.[F-].C([N+](CCCC)(CCCC)CCCC)CCC>O1CCCC1>[CH2:1]([N:4]1[C@H:10]([S:11]([C:14]([CH3:17])([CH3:16])[CH3:15])(=[O:13])=[O:12])[C@@H:6]([CH2:7][OH:8])[C:5]1=[O:9])[CH:2]=[CH2:3] |f:1.2.3,4.5.6.7.8|. Procedure: A solution of 197 mg (0.757 mmol) of N-allyl-N-tert.-butylsulphonylmethyl-(R)-glycidic acid amide in 1 ml of tetrahydrofuran is introduced at 0°, with the exclusion of moisture, into 8 ml of a tetra-n-butyl; ammonium fluoride/THF solution which has been prepared from 5.0 g of tetra-n-butylammonium fluoride trihydrate by dehydrating at 60° C./0.1 torr and making up to 20 ml with tetrahydrofuran. The reaction mixture is stirred for 2 hours at room temperature and then partitioned between methylene... Reactants: C(C)(C)(C)OC(NC1=C(C=C(C=C1)I)[N+](=O)[O-])=O ((4-Iodo-2-nitro-phenyl)-carbamic acid tert.-butyl ester), C(C)C1=CC=C(C=C1)B(O)O (4-ethylbenzene boronic acid). Yields the product C(C)(C)(C)OC(NC1=C(C=C(C=C1)C1=CC=C(C=C1)CC)[N+](=O)[O-])=O ((4′-Ethyl-3-nitro-biphenyl-4-yl)-carbamic acid tert.-butyl ester). Reaction SMILES: [C:1]([O:5][C:6](=[O:18])[NH:7][C:8]1[CH:13]=[CH:12][C:11](I)=[CH:10][C:9]=1[N+:15]([O-:17])=[O:16])([CH3:4])([CH3:3])[CH3:2].[CH2:19]([C:21]1[CH:26]=[CH:25][C:24](B(O)O)=[CH:23][CH:22]=1)[CH3:20]>>[C:1]([O:5][C:6](=[O:18])[NH:7][C:8]1[CH:13]=[CH:12][C:11]([C:24]2[CH:25]=[CH:26][C:21]([CH2:19][CH3:20])=[CH:22][CH:23]=2)=[CH:10][C:9]=1[N+:15]([O-:17])=[O:16])([CH3:4])([CH3:3])[CH3:2]. Procedure: Prepared from (4-iodo-2-nitro-phenyl)-carbamic acid tert.-butyl ester (Example A1) and 4-ethylbenzene boronic acid according to the general procedure B. Obtained as an orange solid (689 mg). The reactants are COC=1C=C(C=CC1)O (3-methoxyphenol), C(C)(C)N(CC)C(C)C (diisopropylethylamine), COCCl (chloromethyl methyl ether). Run in C(Cl)Cl (methylene chloride). Run at time 8 hour. The product is COCOC=1C=C(C=CC1)OC (3-methoxymethyloxy-anisole). RXN SMILES: [CH3:1][O:2][C:3]1[CH:4]=[C:5]([OH:9])[CH:6]=[CH:7][CH:8]=1.C(N(C(C)C)CC)(C)C.[CH3:19][O:20][CH2:21]Cl>C(Cl)Cl>[CH3:19][O:20][CH2:21][O:9][C:5]1[CH:4]=[C:3]([O:2][CH3:1])[CH:8]=[CH:7][CH:6]=1. Reported procedure: To a solution of 12.0 g (100 mmol) of 3-methoxyphenol in 100 mL of methylene chloride at 0° C. was added 29.5 g (229 mmol) of diisopropylethylamine followed by dropwise addition of 10 g of chloromethyl methyl ether. The reaction mixture was stirred at room temperature overnight, washed with 1N HCl (3×75 mL), 1N NaOH (3×75 mL) and brine and was dried over anhydrous MgSO4. The mixture was filtered and concentrated in vacuo to give 3-methoxymethyloxy-anisole. 6.0 g (36 mmol) of 3-methoxymethyloxy-a...